This data is from the Open Reaction Database (ORD), a public repository of structured organic reaction records. The task is: describe an organic reaction: reactants, conditions, products, and yield Starting materials: C1OC2=C(O1)C=C(C=C2)O (sesamol), OCN1C(C=2C(C1=O)=CC=CC2)=O (N--(hydroxymethyl)-phthalimide), solution, O.C1(=CC=C(C=C1)S(=O)(=O)O)C (p-Toluenesulfonic acid monohydrate). Solvent: ClCCl (dichloromethane), C(Cl)(Cl)Cl (chloroform), C(Cl)(Cl)Cl (chloroform), C(Cl)(Cl)Cl (chloroform). The product is OC1=C(CN2C(C=3C(C2=O)=CC=CC3)=O)C=C3C(=C1)OCO3 (N--(2-hydroxy-4,5-methylenedioxybenzyl)-phthalimide). Isolated yield 54.9%. Reaction SMILES: O.C1(C)C=CC(S(O)(=O)=O)=CC=1.[CH2:13]1[O:17][C:16]2[CH:18]=[C:19]([OH:22])[CH:20]=[CH:21][C:15]=2[O:14]1.O[CH2:24][N:25]1[C:29](=[O:30])[C:28]2=[CH:31][CH:32]=[CH:33][CH:34]=[C:27]2[C:26]1=[O:35]>C(Cl)(Cl)Cl.ClCCl>[OH:22][C:19]1[CH:18]=[C:16]2[O:17][CH2:13][O:14][C:15]2=[CH:21][C:20]=1[CH2:24][N:25]1[C:26](=[O:35])[C:27]2=[CH:34][CH:33]=[CH:32][CH:31]=[C:28]2[C:29]1=[O:30] |f:0.1|. Procedure: p-Toluenesulfonic acid monohydrate (3.61 g, 19.0 mmol) was dried by azeotropic distillation in a chloroform solution (100 mL). The remaining solution (50 mL) was cooled, 9.14 g (66.2 mmol) sesamol, 10.01 g (57 mmol) N--(hydroxymethyl)-phthalimide, and 100 mL chloroform were added, and the resulting green solution was refluxed overnight. The black reaction mixture was cooled to ambient, diluted to 500 mL with chloroform, and washed three times with saturated sodium bicarbonate. The pooled aqueous... The reactants are ClC1=NC=C(C=C1)N1C(=NC(=C1)C#C[Si](C)(C)C)C (2-Chloro-5-(2-methyl-4-trimethylsilanylethynyl-imidazol-1-yl)-pyridine), [Cl-].C1(CC1)[Zn+] (cyclopropylzinc chloride), C([O-])(O)=O.[Na+] (sodium bicarbonate), tetrakis(triphenylphosphin)palladium. The solvent is C1CCOC1 (THF). The product is C1(CC1)C1=NC=C(C=C1)N1C(=NC(=C1)C#C[Si](C)(C)C)C (2-Cyclopropyl-5-(2-methyl-4-trimethylsilanylethynyl-imidazol-1-yl)-pyridine), solid. The yield is 91.0%. RXN SMILES: Cl[C:2]1[CH:7]=[CH:6][C:5]([N:8]2[CH:12]=[C:11]([C:13]#[C:14][Si:15]([CH3:18])([CH3:17])[CH3:16])[N:10]=[C:9]2[CH3:19])=[CH:4][N:3]=1.C(=O)(O)[O-].[Na+].[Cl-].[CH:26]1([Zn+])[CH2:28][CH2:27]1>C1COCC1>[CH:26]1([C:2]2[CH:7]=[CH:6][C:5]([N:8]3[CH:12]=[C:11]([C:13]#[C:14][Si:15]([CH3:18])([CH3:17])[CH3:16])[N:10]=[C:9]3[CH3:19])=[CH:4][N:3]=2)[CH2:28][CH2:27]1 |f:1.2,3.4|. Procedure details: 2-Chloro-5-(2-methyl-4-trimethylsilanylethynyl-imidazol-1-yl)-pyridine (425 mg, 1.47 mmol) were dissolved in 0.4 M cyclopropylzinc chloride in THF (7.33 mL, 0.4 M in THF) and tetrakis(triphenylphosphin)palladium (34 mg, 0.03 mmol) were added. The reaction mixture was refluxed for 16 hrs and poured into 50 mL sat. sodium bicarbonate solution. The mixture and extracted three times with ethyl acetate (50 mL each). The combined organic extracts were dried with magnesium sulfate, filtered and evapora... Starting materials: O=c1c2ccc(Br)cc2c(CBr)cn1S(=O)(=O)c1ccccc1, CC1CNCCN1C(=O)OC(C)(C)C. Yields the product CC1CN(Cc2cn(S(=O)(=O)c3ccccc3)c(=O)c3ccc(Br)cc23)CCN1C(=O)OC(C)(C)C. Reaction SMILES: [Br:15][c:16]1[cH:17][c:18]2[c:19]([CH2:36][Br:37])[cH:20][n:21]([S:27](=[O:28])(=[O:29])[c:30]3[cH:31][cH:32][cH:33][cH:34][cH:35]3)[c:22](=[O:26])[c:23]2[cH:24][cH:25]1.[CH3:1][CH:2]1[N:3]([C:8](=[O:9])[O:10][C:11]([CH3:12])([CH3:13])[CH3:14])[CH2:4][CH2:5][NH:6][CH2:7]1>>[CH3:1][CH:2]1[N:3]([C:8](=[O:9])[O:10][C:11]([CH3:12])([CH3:13])[CH3:14])[CH2:4][CH2:5][N:6]([CH2:36][c:19]2[c:18]3[cH:17][c:16]([Br:15])[cH:25][cH:24][c:23]3[c:22](=[O:26])[n:21]([S:27](=[O:28])(=[O:29])[c:30]3[cH:31][cH:32][cH:33][cH:34][cH:35]3)[cH:20]2)[CH2:7]1. Yields the product OC1CCc2cc(F)cc(F)c2CC1. Reaction SMILES: [Al+3:16].[CH2:24]1[O:25][CH2:26][CH2:27][CH2:28]1.[F:1][c:2]1[cH:3][c:4]([F:14])[cH:5][c:6]2[c:7]1[CH2:8][CH2:9][C:10](=[O:13])[CH2:11][CH2:12]2.[H-:15].[H-:18].[H-:19].[H-:20].[Li+:17].[Na+:23].[OH-:22].[OH2:21]>>[F:1][c:2]1[cH:3][c:4]([F:14])[cH:5][c:6]2[c:7]1[CH2:8][CH2:9][CH:10]([OH:13])[CH2:11][CH2:12]2. Reactants: [Al+3], C1CCOC1, O=C1CCc2cc(F)cc(F)c2CC1, [H-], [H-], [H-], [H-], [Li+], [Na+], [OH-], O.